This data is from the Open Reaction Database (ORD), a public repository of structured organic reaction records. The task is: describe an organic reaction: reactants, conditions, products, and yield Reactants: O=C([O-])[O-], COc1cc2c(Cl)cnnc2cc1O, Cc1nc(CCl)cs1, Cl, [K+], [K+], CN(C)C=O, O. The product is COc1cc2c(Cl)cnnc2cc1OCc1csc(C)n1. RXN SMILES: [C:1](=[O:2])([O-:3])[O-:4].[Cl:15][c:16]1[cH:17][n:18][n:19][c:20]2[cH:21][c:22]([OH:28])[c:23]([O:26][CH3:27])[cH:24][c:25]12.[Cl:7][CH2:8][c:9]1[n:10][c:11]([CH3:14])[s:12][cH:13]1.[ClH:29].[K+:5].[K+:6].[O:30]=[CH:31][N:32]([CH3:33])[CH3:34].[OH2:35]>>[CH2:8]([c:9]1[n:10][c:11]([CH3:14])[s:12][cH:13]1)[O:28][c:22]1[cH:21][c:20]2[n:19][n:18][cH:17][c:16]([Cl:15])[c:25]2[cH:24][c:23]1[O:26][CH3:27]. Starting materials: [OH-].[Na+] (sodium hydroxide), aqueous solution, C(O)([O-])=O.[Na+] (sodium hydrogen carbonate), C([O-])(O)=O.C(=O)C=O.[Na+] (sodium glyoxal bicarbonate), NC=1C=C(CCOCCO)C=CC1N (2-[(3,4-diaminophenethyl)oxy]-1-ethanol). Solvent: C(C)(=O)OCC (Ethyl acetate), O (water). Reaction conditions: time 30 minute. Product: N1=CC=NC2=CC(=CC=C12)CCOCCO (2-[2-(6-quinoxalinyl)-ethoxy]-1-ethanol). Yield: 43.8%. As a reaction SMILES: [NH2:1][C:2]1[CH:3]=[C:4]([CH:11]=[CH:12][C:13]=1[NH2:14])[CH2:5][CH2:6][O:7][CH2:8][CH2:9][OH:10].C(=O)([O-])O.[Na+].C(=O)(O)[O-].[CH:24]([CH:26]=O)=O.[Na+].[OH-].[Na+]>O.C(OCC)(=O)C>[N:14]1[C:13]2[C:2](=[CH:3][C:4]([CH2:5][CH2:6][O:7][CH2:8][CH2:9][OH:10])=[CH:11][CH:12]=2)[N:1]=[CH:26][CH:24]=1 |f:1.2,3.4.5,6.7|. Procedure: In 20 mL of water is dissolved 1.50 g of 2-[(3,4-diaminophenethyl)oxy]-1-ethanol. After adjusting pH of the solution to 6.5 with sodium hydrogen carbonate, 2.22 g of sodium glyoxal bicarbonate is added at 60° C., and the mixture thus formed is stirred at the same temperature as above for 30 minutes. Ethyl acetate is added to the reaction mixture, pH is adjusted to 10 with 2 mol/L aqueous solution of sodium hydroxide, and the organic layer is separated. The organic layer is washed with saturated ... The solvent is C=1(C(=CC=CC1)C)C (xylene). The product is C1(=CC=CC=C1)C=1SC(=CC1C1=CC=CC=C1)C1=C(C=CC=C1)Cl (2,3-Diphenyl-5-o-chlorophenylthiophene). Isolated yield 67.3%. RXN SMILES: [C:1]1([C:7](=O)[CH:8]([C:19]2[CH:24]=[CH:23][CH:22]=[CH:21][CH:20]=2)[CH2:9][C:10]([C:12]2[CH:17]=[CH:16][CH:15]=[CH:14][C:13]=2[Cl:18])=O)[CH:6]=[CH:5][CH:4]=[CH:3][CH:2]=1.P12(SP3(SP(SP(S3)(S1)=S)(=S)S2)=S)=[S:27].S>C1(C)C(C)=CC=CC=1>[C:1]1([C:7]2[S:27][C:10]([C:12]3[CH:17]=[CH:16][CH:15]=[CH:14][C:13]=3[Cl:18])=[CH:9][C:8]=2[C:19]2[CH:24]=[CH:23][CH:22]=[CH:21][CH:20]=2)[CH:6]=[CH:5][CH:4]=[CH:3][CH:2]=1. Reported procedure: A 1-liter stainless steel stirred autoclave was charged with 33 g. (0.0946 mole) of 1,2-diphenyl-4-o-chlorophenylbutane-1,4-dione, 100 ml. of xylene, 20 g of phosphorus pentasulfide and 125 g of hydrogen sulfide. The autoclave was then heated at 160°-187° C. for three hours. The autoclave was cooled and vented. The residue was washed with ethanol and filtered off to give 17 g (51.8%) of crude product, m.p. 103°-107° C. Recrystallization from 20 ml of dioxane and 40 ml of ethanol gave 10.5 g (32%... The reactants are stainless steel, S (hydrogen sulfide), C1(=CC=CC=C1)C(C(CC(=O)C1=C(C=CC=C1)Cl)C1=CC=CC=C1)=O (1,2-diphenyl-4-o-chlorophenylbutane-1,4-dione), P12(=S)SP3(=S)SP(=S)(S1)SP(=S)(S2)S3 (phosphorus pentasulfide). Reactants: CC1(OCC2=C(O1)C(=CC(=C2)C)C(O)C=2N=CN(C2)C(C2=CC=CC=C2)(C2=CC=CC=C2)C2=CC=CC=C2)C (alpha-(2,2,6-trimethyl-4H-1,3-benzodioxin-8-yl)-1-triphenylmethyl-1H-imidazole-4-methanol). Reagents/catalysts: [Pd] (palladium on carbon). The solvent is C(C)OCC (diethyl ether), CO (methanol). Product: CC1(OCC2=C(O1)C(=CC(=C2)C)CC=2N=CNC2)C (4-[(2,2,6-trimethyl-4H-1,3-benzodioxin-8-yl)methyl]-1H-imidazole). Reaction SMILES: [CH3:1][C:2]1([CH3:39])[O:7][C:6]2[C:8]([CH:13]([C:15]3[N:16]=[CH:17][N:18](C(C4C=CC=CC=4)(C4C=CC=CC=4)C4C=CC=CC=4)[CH:19]=3)O)=[CH:9][C:10]([CH3:12])=[CH:11][C:5]=2[CH2:4][O:3]1>CO.[Pd].C(OCC)C>[CH3:1][C:2]1([CH3:39])[O:7][C:6]2[C:8]([CH2:13][C:15]3[N:16]=[CH:17][NH:18][CH:19]=3)=[CH:9][C:10]([CH3:12])=[CH:11][C:5]=2[CH2:4][O:3]1. Procedure: 9.45 g (0.0183 mole) of alpha-(2,2,6-trimethyl-4H-1,3-benzodioxin-8-yl)-1-triphenylmethyl-1H-imidazole-4-methanol (prepared in Example 1.C.6.), dissolved in 300 ml of methanol, are subjected to hyrogeolysis in the presence of 0.6 g of 10% palladium on carbon for 4 hours at 80° C., under a hydrogen pressure of 2 hours. The catalyst is then filtered off and the solvent removed. The residue obtained is stirred in diethyl ether to remove the triphenylmethane, then chromatographed on 700 g of silica ... Reactants: NC1=C(C=C(C=C1)F)NC(=S)NC1=C(C=CC=C1Cl)Cl (1-(2-Amino-5-fluorophenyl)-3-(2,6-dichlorophenyl)-thiourea), CI (methyl iodide). Solvent: C(C)O (ethanol). Conditions: time 30 minute. The product is Cl.ClC1=C(C(=CC=C1)Cl)NC=1NC2=C(N1)C=CC(=C2)F (2-(2,6-Dichlorophenylamino)-5-fluorobenzimidazole Hydrochloride). RXN SMILES: [NH2:1][C:2]1[CH:7]=[CH:6][C:5]([F:8])=[CH:4][C:3]=1[NH:9][C:10]([NH:12][C:13]1[C:18]([Cl:19])=[CH:17][CH:16]=[CH:15][C:14]=1[Cl:20])=S.CI>C(O)C>[ClH:19].[Cl:20][C:14]1[CH:15]=[CH:16][CH:17]=[C:18]([Cl:19])[C:13]=1[NH:12][C:10]1[NH:9][C:3]2[CH:4]=[C:5]([F:8])[CH:6]=[CH:7][C:2]=2[N:1]=1 |f:3.4|. Procedure: 1-(2-Amino-5-fluorophenyl)-3-(2,6-dichlorophenyl)-thiourea was dissolved in ethanol and treated with 8 equivalents of methyl iodide. The mixture was heated to reflux for 6 h. The solvent was distilled off, the residue was treated with water, then the mixture was rendered weakly alkaline by addition of saturated aqueous sodium hydrogencarbonate solution, and extracted. After distilling off the solvent, the residue was purified by column chromatography on silica gel using a mixture of methylene ch... Starting materials: BrC=1C=CC(=C(C(=O)NC)C1)F (5-bromo-2-fluoro-N-methylbenzamide), COC=1C=CC(=CC1)P2(=S)SP(=S)(S2)C=3C=CC(=CC3)OC (Lawesson's reagent). Run in C1(=CC=CC=C1)C (toluene), C1(=CC=CC=C1)C (toluene). Run at temperature 100 celsius, time 3.5 hour. Yields the product BrC=1C=CC(=C(C(NC)=S)C1)F (5-bromo-2-fluoro-N-methylbenzothioamide). Yield: 99.6%. Reaction SMILES: [Br:1][C:2]1[CH:3]=[CH:4][C:5]([F:12])=[C:6]([CH:11]=1)[C:7]([NH:9][CH3:10])=O.COC1C=CC(P2(SP(C3C=CC(OC)=CC=3)(=S)S2)=[S:22])=CC=1>C1(C)C=CC=CC=1>[Br:1][C:2]1[CH:3]=[CH:4][C:5]([F:12])=[C:6]([CH:11]=1)[C:7](=[S:22])[NH:9][CH3:10]. Procedure details: A mixture of 5-bromo-2-fluoro-N-methylbenzamide (500 mg, 2 mmol) and Lawesson's reagent (872 mg, 2.16 mmol) in toluene (10 mL) was heated to 100° C. and stirred for 3.5 hours. The reaction was cooled to room temperature, diluted with toluene, and filtered. The filtrate was concentrated and purified by flash column chromatography (0-20% ethyl acetate/heptanes) to give the title compound (494 mg, 92%) as a yellow oil that solidified upon standing. +ESI (M+H+1) 250.1; 1H NMR (400 MHz, CDCl3, δ): 8.... The reactants are ClC1=C(C(=NC=N1)N)[N+](=O)[O-] (6-Chloro-5-nitro-pyrimidin-4-ylamine), Cl.Cl.NCCC(=O)C1=CC=C(C=C1)N (3-Amino-1-(4-amino-phenyl)-propan-1-one dihydrochloride). The solvent is C1CCOC1 (THF), C1CCOC1 (THF), C(C)O (ethanol), O (water). Reaction conditions: time 1 hour. The product is NC1=CC=C(C=C1)C(CCNC1=NC=NC(=C1)N)=O (1-(4-Aminophenyl)-3-(6-aminopyrimidin-4-ylamino)propan-1-one). Isolated yield 101.8%. As a reaction SMILES: Cl[C:2]1[N:7]=[CH:6][N:5]=[C:4]([NH2:8])[C:3]=1[N+]([O-])=O.Cl.Cl.[NH2:14][CH2:15][CH2:16][C:17]([C:19]1[CH:24]=[CH:23][C:22]([NH2:25])=[CH:21][CH:20]=1)=[O:18]>C1COCC1.C(O)C.O>[NH2:25][C:22]1[CH:21]=[CH:20][C:19]([C:17](=[O:18])[CH2:16][CH2:15][NH:14][C:2]2[CH:3]=[C:4]([NH2:8])[N:5]=[CH:6][N:7]=2)=[CH:24][CH:23]=1 |f:1.2.3|. Procedure: 6-Chloro-5-nitro-pyrimidin-4-ylamine (379 mg, 2.1 mmol) in THF (2 mL) was added to an ice cold solution of Example 9B (510 mg, 2.1 mmol) in THF (20 mL) and ethanol (20 mL). The mixture was stirred at 0 C for 20 min, at room temperature for 1 hr and heated at 75 C for 2 h. The mixture was allowed to cool to room temperature, diluted with water (50 mL), concentrated, and filtered. The filter cake was washed with water and dried to give 0.55 g (83% yield) of the title compound. MS(ESI(+)) m/e 303.0... Starting materials: C(CCl)Cl (EDC), NC1=CC=C(C=N1)/C=C/C(=O)O ((E)-3-(6-aminopyridin-3-yl)acrylic acid), C(C)(=O)N1C=C(C2=CC=CC=C12)CNC (1-acetyl-3-(methylaminomethyl)indole), C=1C=CC2=C(C1)N=NN2O (HOBt), O (H2O), C(C)(C)N(CC)C(C)C (diisopropylethylamine). The solvent is CN(C)C=O (DMF). Reaction conditions: time 8 hour. The product is NC1=CC=C(C=N1)/C=C/C(=O)N(C)CC1=CNC2=CC=CC=C12 ((E)-3-(6-aminopyridin-3-yl)-N-(1H-indol-3-ylmethyl)-N-methylacrylamide). Yield: 59.3%. Reaction SMILES: C(Cl)CCl.[NH2:5][C:6]1[N:11]=[CH:10][C:9](/[CH:12]=[CH:13]/[C:14]([OH:16])=O)=[CH:8][CH:7]=1.C([N:20]1[C:28]2[C:23](=[CH:24][CH:25]=[CH:26][CH:27]=2)[C:22]([CH2:29][NH:30][CH3:31])=[CH:21]1)(=O)C.C1C=CC2N(O)N=NC=2C=1.O.C(N(C(C)C)CC)(C)C>CN(C=O)C>[NH2:5][C:6]1[N:11]=[CH:10][C:9](/[CH:12]=[CH:13]/[C:14]([N:30]([CH2:29][C:22]2[C:23]3[C:28](=[CH:27][CH:26]=[CH:25][CH:24]=3)[NH:20][CH:21]=2)[CH3:31])=[O:16])=[CH:8][CH:7]=1. Procedure details: EDC (1.03 g, 5.40 mmole) was added to a solution of (E)-3-(6-aminopyridin-3-yl)acrylic acid (0.89 g, 5.40 mmole), 1-acetyl-3-(methylaminomethyl)indole (1.00 g, 4.95 mmole), HOBt.H2O (0.73 g., 5.40 mmole) and diisopropylethylamine (1.72 mL, 9.90 mmole) in DMF (50 mL) at RT. The reaction was stirred overnight then was concentrated in vacuo. The residue was diluted with water and extracted with ethyl acetate. The combined organic extracts were washed with brine and dried over Na2SO4. Flash chromato...